Dataset: the Open Reaction Database (ORD), a public repository of structured organic reaction records. Task: describe an organic reaction: reactants, conditions, products, and yield Starting materials: CC1=C(C=C(C(=C1)[N+](=O)[O-])C)N=C=S (2,5-Dimethyl-4-nitrophenyl isothiocyanate), (1S)-1-(chloromethyl)-2-methylbutanammonium chloride, OC[C@H](C(CC)C)N ((1S)-1-(Hydroxymethyl)-2-methylbutylamine), (1S)-1-(chloromethyl)-2-methylbutanammonium chloride, 2,5-methylaniline, COC([C@@H](N)[C@@H](C)CC)=O ((L)-isoleucine methyl ester), OCCN (2-hydroxyethylamine), CC1=C(C=C(C(=C1)[N+](=O)[O-])C)N=C=S (2,5-dimethyl-4-nitrophenyl isothiocyanate). Product: CC1=C(C=C(C(=C1)[N+](=O)[O-])C)N=C1SC[C@@H](N1)C(C)CC ((4S)-2-(2,5-dimethyl-4-nitrophenylimino)-4-(2-butyl)-1,3-thiazolidine). Reaction SMILES: O[CH2:2][C@@H:3]([NH2:8])[CH:4]([CH3:7])[CH2:5][CH3:6].COC(=O)[C@H]([C@H](CC)C)N.OCCN.[CH3:23][C:24]1[CH:29]=[C:28]([N+:30]([O-:32])=[O:31])[C:27]([CH3:33])=[CH:26][C:25]=1[N:34]=[C:35]=[S:36]>>[CH3:23][C:24]1[CH:29]=[C:28]([N+:30]([O-:32])=[O:31])[C:27]([CH3:33])=[CH:26][C:25]=1[N:34]=[C:35]1[NH:8][C@@H:3]([CH:4]([CH2:5][CH3:6])[CH3:7])[CH2:2][S:36]1. Reported procedure: (1S)-1-(Hydroxymethyl)-2-methylbutylamine was made from (L)-isoleucine methyl ester as described in Method B1b. The 2-hydroxyethylamine was converted to (1S)-1-(chloromethyl)-2-methylbutanammonium chloride an described in Method B7a. 2,5-methylaniline was converted to 2,5-dimethyl-4-nitrophenyl isothiocyanate according to Method A2a. 2,5-Dimethyl-4-nitrophenyl isothiocyanate was reacted with (1S)-1-(chloromethyl)-2-methylbutanammonium chloride to Method C1a to give (4S)-2-(2,5-dimethyl-4-nitroph... Starting materials: C(C)OC(=O)C1NC(C(C1)S(=O)(=O)C1=CC=CC=C1)C1=CC=C(C=C1)C(C)(C)C (5-(4-tert-butylphenyl)-4-(phenylsulfonyl)pyrrolidine-2-carboxylic acid ethyl ester), [OH-].[Li+] (lithium hydroxide). Yields the product C(C)(C)(C)C1=CC=C(C=C1)C1C(CC(N1)C(=O)O)S(=O)(=O)C1=CC=CC=C1 (5-(4-tert-Butylphenyl)-4-(phenylsulfonyl)pyrrolidine-2-carboxylic acid). RXN SMILES: C([O:3][C:4]([CH:6]1[CH2:10][CH:9]([S:11]([C:14]2[CH:19]=[CH:18][CH:17]=[CH:16][CH:15]=2)(=[O:13])=[O:12])[CH:8]([C:20]2[CH:25]=[CH:24][C:23]([C:26]([CH3:29])([CH3:28])[CH3:27])=[CH:22][CH:21]=2)[NH:7]1)=[O:5])C.[OH-].[Li+]>>[C:26]([C:23]1[CH:22]=[CH:21][C:20]([CH:8]2[NH:7][CH:6]([C:4]([OH:5])=[O:3])[CH2:10][CH:9]2[S:11]([C:14]2[CH:19]=[CH:18][CH:17]=[CH:16][CH:15]=2)(=[O:13])=[O:12])=[CH:25][CH:24]=1)([CH3:29])([CH3:27])[CH3:28] |f:1.2|. Procedure: In analogy to the procedure described in example 253e, 5-(4-tert-butylphenyl)-4-(phenylsulfonyl)pyrrolidine-2-carboxylic acid ethyl ester was saponified in the presence of lithium hydroxide to give the title compound as colorless solid which was used in the next step without further purification. MS (ESI): m/z=388.2 [M+H]